Dataset: the Open Reaction Database (ORD), a public repository of structured organic reaction records. Task: describe an organic reaction: reactants, conditions, products, and yield Reactants: ClC1=NC=CN=C1C#N (2-Chloro-3-cyanopyrazine), Cl.C(C)OC(CNC)=O (sarcosine ethyl ester hydrochloride), C(=O)([O-])[O-].[K+].[K+] (K2CO3). Solvent: CN(C)C=O (DMF). The product is CN1C(=C(C2=C1N=CCN2)N)C(=O)OCC (5-Methyl-6-carboethoxy-7-amino-1H-pyrrolo[2,3-b]pyrazine). Isolated yield 31.1%. Reaction SMILES: Cl[C:2]1[C:7]([C:8]#[N:9])=[N:6][CH:5]=[CH:4][N:3]=1.Cl.[CH2:11]([O:13][C:14](=[O:18])[CH2:15][NH:16][CH3:17])[CH3:12].C([O-])([O-])=O.[K+].[K+]>CN(C=O)C>[CH3:17][N:16]1[C:2]2[N:3]=[CH:4][CH2:5][NH:6][C:7]=2[C:8]([NH2:9])=[C:15]1[C:14]([O:13][CH2:11][CH3:12])=[O:18] |f:1.2,3.4.5|. Procedure details: 2-Chloro-3-cyanopyrazine (0.808 g, 5.79 mmol), prepared by the method of Shneller, et. al., J. Het. Chem., 12:513 (1975), was dissolved in 30 ml DMF under nitrogen and treated with sarcosine ethyl ester hydrochloride (0.978 g, 6.37 mmol) followed by K2CO3 (1.68 g, 12.16 mmol) at rt. The reaction mixture was gently refluxed for 36 h after which the cooled solution was partitioned between water and CHCl3. The aqueous phase was extracted with CHCl3 and the combined organics washed with water then b... Yields the product CCOCCOC1=CC=C(C(=O)O)C=C1 (p-(β-ethoxy)ethoxybenzoic acid). Reaction SMILES: [OH-].[K+].[OH:3][C:4]1[CH:12]=[CH:11][C:7]([C:8]([OH:10])=[O:9])=[CH:6][CH:5]=1.[CH2:13]([O:15][CH2:16][CH2:17]Br)[CH3:14]>C(O)C>[CH3:14][CH2:13][O:15][CH2:16][CH2:17][O:3][C:4]1[CH:12]=[CH:11][C:7]([C:8]([OH:10])=[O:9])=[CH:6][CH:5]=1 |f:0.1|. Reported procedure: Into a 1 l three-neck flask were introduced 400 ml of 90% ethanol, 25 g of potassium hydroxide, 40 g of p-hydroxybenzoic acid and 45 g of β-ethoxyethyl bromide, and the contents were heated under reflux for 10 hours. After removing ethanol by distillation, 100 ml of a 10% aqueous solution of potassium hydroxide was added and the contents were heated under reflux for additional two hours. After acidifying with hydrochloric acid, separated acid was collected and recrystallized from benzene and the... Run in C(C)O (ethanol). Starting materials: [OH-].[K+] (potassium hydroxide), OC1=CC=C(C(=O)O)C=C1 (p-hydroxybenzoic acid), C(C)OCCBr (β-ethoxyethyl bromide). Yield: 29.6%.